This data is from the Open Reaction Database (ORD), a public repository of structured organic reaction records. The task is: describe an organic reaction: reactants, conditions, products, and yield Reactants: NCC1=C(N=C2N1C1CC(C3=C2C=C(C(=C3)F)Br)C1)C(=O)N (3-(aminomethyl)-10-bromo-9-fluoro-6,7-dihydro-5H-5,7-methanobenzo[c]imidazo[1,2-a]azepine-2-carboxamide), CN(C=O)C (N,N-Dimethylformamide). The product is BrC=1C(=CC2=C(C=3N(C4CC2C4)C(=C(N3)C(=O)N)CNC=O)C1)F (10-bromo-9-fluoro-3-(formamidomethyl)-6,7-dihydro-5H-5,7-methanobenzo[c]imidazo[1,2-a]azepine-2-carboxamide). RXN SMILES: [NH2:1][CH2:2][C:3]1[N:7]2[CH:8]3[CH2:19][CH:10]([C:11]4[CH:16]=[C:15]([F:17])[C:14]([Br:18])=[CH:13][C:12]=4[C:6]2=[N:5][C:4]=1[C:20]([NH2:22])=[O:21])[CH2:9]3.CN(C)[CH:25]=[O:26]>>[Br:18][C:14]1[C:15]([F:17])=[CH:16][C:11]2[CH:10]3[CH2:9][CH:8]([CH2:19]3)[N:7]3[C:3]([CH2:2][NH:1][CH:25]=[O:26])=[C:4]([C:20]([NH2:22])=[O:21])[N:5]=[C:6]3[C:12]=2[CH:13]=1. Procedure: 3-(aminomethyl)-10-bromo-9-fluoro-6,7-dihydro-5H-5,7-methanobenzo[c]imidazo[1,2-a]azepine-2-carboxamide was suspended in N,N-Dimethylformamide overnight to form crude 10-bromo-9-fluoro-3-(formamidomethyl)-6,7-dihydro-5H-5,7-methanobenzo[c]imidazo[1,2-a]azepine-2-carboxamide following extractive workup.